This data is from the Open Reaction Database (ORD), a public repository of structured organic reaction records. The task is: describe an organic reaction: reactants, conditions, products, and yield The reactants are C(CC(O)(C(=O)O)CC(=O)O)(=O)O (citric acid), P(=O)([O-])([O-])[O-].[Na+].[Na+].[Na+] (sodium phosphate). Product: C(CC(O)(C(=O)[O-])CC(=O)[O-])(=O)[O-].P(=O)([O-])([O-])[O-] (citrate phosphate). Reaction SMILES: [C:1]([OH:13])(=[O:12])[CH2:2][C:3]([CH2:8][C:9]([OH:11])=[O:10])([C:5]([OH:7])=[O:6])[OH:4].[P:14]([O-:18])([O-:17])([O-:16])=[O:15].[Na+].[Na+].[Na+]>>[C:1]([O-:13])(=[O:12])[CH2:2][C:3]([CH2:8][C:9]([O-:11])=[O:10])([C:5]([O-:7])=[O:6])[OH:4].[P:14]([O-:18])([O-:17])([O-:16])=[O:15] |f:1.2.3.4,5.6|. Reported procedure: 165 ml of 0.1 M citric acid and 91 ml of 0.2 M dibasic sodium phosphate solution (Example 7) were mixed together to produce pH 3.8 citrate-phosphate (Mcllvaine) buffer and purged with nitrogen for two minutes. The reactants are O=C([O-])[O-], Cc1ncc[nH]1, CN(C)C=O, CCOC(=O)CCCc1nc(Cl)oc1-c1ccc(F)c2ccccc12, [K+], [K+], O. Product: CCOC(=O)CCCc1nc(-n2ccnc2C)oc1-c1ccc(F)c2ccccc12. As a reaction SMILES: [C:32](=[O:33])([O-:34])[O-:35].[CH3:26][c:27]1[nH:28][cH:29][cH:30][n:31]1.[CH3:38][N:39]([CH3:40])[CH:41]=[O:42].[Cl:1][c:2]1[o:3][c:4](-[c:15]2[cH:16][cH:17][c:18]([F:25])[c:19]3[cH:20][cH:21][cH:22][cH:23][c:24]23)[c:5]([CH2:7][CH2:8][CH2:9][C:10](=[O:11])[O:12][CH2:13][CH3:14])[n:6]1.[K+:36].[K+:37].[OH2:43]>>[c:2]1(-[n:28]2[c:27]([CH3:26])[n:31][cH:30][cH:29]2)[o:3][c:4](-[c:15]2[cH:16][cH:17][c:18]([F:25])[c:19]3[cH:20][cH:21][cH:22][cH:23][c:24]23)[c:5]([CH2:7][CH2:8][CH2:9][C:10](=[O:11])[O:12][CH2:13][CH3:14])[n:6]1. Run in CO (methanol), C(Cl)Cl (methylene chloride), CO (methanol), O (water). RXN SMILES: [Cl:1][C:2]1[CH:25]=[CH:24][C:5]2[C:6](=O)[C:7](=[CH:19]N(C)C)[CH2:8][N+:9]([O-:18])=[C:10]([C:11]3[CH:16]=[CH:15][CH:14]=[CH:13][C:12]=3[Cl:17])[C:4]=2[CH:3]=1.Cl.[C:27]([NH2:30])(=[NH:29])[CH3:28].C[O-].[Na+]>CO.C(Cl)Cl.O>[Cl:1][C:2]1[CH:25]=[CH:24][C:5]2[C:6]3[N:30]=[C:27]([CH3:28])[N:29]=[CH:19][C:7]=3[CH2:8][N+:9]([O-:18])=[C:10]([C:11]3[CH:16]=[CH:15][CH:14]=[CH:13][C:12]=3[Cl:17])[C:4]=2[CH:3]=1 |f:1.2,3.4|. Conditions: time 2 hour. Yields the product ClC1=CC2=C(C3=C(C[N+](=C2C2=C(C=CC=C2)Cl)[O-])C=NC(=N3)C)C=C1 (9-Chloro-7-(2-chlorophenyl)-2-methyl-5H-pyrimido[5,4-d][2]-benzazepine-6-oxide). The reactants are ClC1=CC2=C(C(C(C[N+](=C2C2=C(C=CC=C2)Cl)[O-])=CN(C)C)=O)C=C1 (8-chloro-1-(2-chlorophenyl)-4-[(dimethylamino)methylene]-3,4-dihydro-5H-2-benzazepine-5-one-2-oxide), Cl.C(C)(=N)N (acetamidine hydrochloride), C[O-].[Na+] (sodium methoxide). Procedure: A mixture of 1 g (2.8 mmole) of 8-chloro-1-(2-chlorophenyl)-4-[(dimethylamino)methylene]-3,4-dihydro-5H-2-benzazepine-5-one-2-oxide, 1.0 g (11 mmole) of acetamidine hydrochloride and 2.0 ml (9.9 mmole) of a 4.46M methanol solution of sodium methoxide in a mixture of 20 ml of methanol and 20 ml of methylene chloride was stirred at room temperature for 2 hr. The mixture was diluted with water and extracted with methylene chloride. The methylene chloride solution was washed with water, dried over a...